Dataset: the Open Reaction Database (ORD), a public repository of structured organic reaction records. Task: describe an organic reaction: reactants, conditions, products, and yield Reactants: C(=O)([O-])[O-].[Na+].[Na+] (Na2CO3), ClC1=NC=C(C(=N1)Cl)Cl (2,4,5-trichloropyrimidine), CC1(OB(OC1(C)C)C1=CC=C(C=C1)C(C)(C)NC(OC(C)(C)C)=O)C (tert-butyl N-{1-[4-(4,4,5,5-tetramethyl-1,3,2-dioxaborolan-2-yl)phenyl]1-methylethyl}carbamate). The reagents and catalysts are C=1C=CC(=CC1)[P](C=2C=CC=CC2)(C=3C=CC=CC3)[Pd]([P](C=4C=CC=CC4)(C=5C=CC=CC5)C=6C=CC=CC6)([P](C=7C=CC=CC7)(C=8C=CC=CC8)C=9C=CC=CC9)[P](C=1C=CC=CC1)(C=1C=CC=CC1)C=1C=CC=CC1 (tetrakis(triphenylphosphine)palladium). The solvent is O (H2O), COCCOC (ethyleneglycol dimethylether). Product: C(C)(C)(C)OC(=O)NC(C)(C)C1=CC=C(C=C1)C1=NC(=NC=C1Cl)Cl (4-[4-(1-tert-butoxycarbonylamino-1-methylethyl)phenyl]-2,5-dichloropyrimidine). The yield is 81.7%. Reaction SMILES: C([O-])([O-])=O.[Na+].[Na+].[Cl:7][C:8]1[N:13]=[C:12](Cl)[C:11]([Cl:15])=[CH:10][N:9]=1.CC1(C)C(C)(C)OB([C:24]2[CH:29]=[CH:28][C:27]([C:30]([NH:33][C:34](=[O:40])[O:35][C:36]([CH3:39])([CH3:38])[CH3:37])([CH3:32])[CH3:31])=[CH:26][CH:25]=2)O1>COCCOC.O.C1C=CC([P]([Pd]([P](C2C=CC=CC=2)(C2C=CC=CC=2)C2C=CC=CC=2)([P](C2C=CC=CC=2)(C2C=CC=CC=2)C2C=CC=CC=2)[P](C2C=CC=CC=2)(C2C=CC=CC=2)C2C=CC=CC=2)(C2C=CC=CC=2)C2C=CC=CC=2)=CC=1>[C:36]([O:35][C:34]([NH:33][C:30]([C:27]1[CH:26]=[CH:25][C:24]([C:12]2[C:11]([Cl:15])=[CH:10][N:9]=[C:8]([Cl:7])[N:13]=2)=[CH:29][CH:28]=1)([CH3:32])[CH3:31])=[O:40])([CH3:37])([CH3:38])[CH3:39] |f:0.1.2,^1:52,54,73,92|. Procedure: 2M aqueous Na2CO3 (4.7 ml, 9.4 mmol) was added to a solution of 2,4,5-trichloropyrimidine [Chesterfield, J.; McOmie, J. F. W.; Sayer, E. R.; J. Chem. Soc. (1955) 3478-3481] (1.18 g, 6.44 mmol), tert-butyl N-{1-[4-(4,4,5,5-tetramethyl-1,3,2-dioxaborolan-2-yl)phenyl]1-methylethyl}carbamate (1.55 g, 4.29 mmol) and tetrakis(triphenylphosphine)palladium (O) (150 mg, 0.13 mmol) in ethyleneglycol dimethylether (20 ml) under N2 and the mixture heated to reflux for 6 h. The reaction was diluted with H2O ... The reactants are B, ClCCl, Cc1ccc(C(=O)Cl)cc1, O=S(=O)(c1ccccc1)n1cccc1. Yields the product Cc1ccc(C(=O)c2cccn2S(=O)(=O)c2ccccc2)cc1. Reaction SMILES: [B:25].[CH2:26]([Cl:27])[Cl:28].[c:15]1([CH3:24])[cH:16][cH:17][c:18]([C:21](=[O:22])[Cl:23])[cH:19][cH:20]1.[c:1]1([S:7](=[O:8])(=[O:9])[n:10]2[cH:11][cH:12][cH:13][cH:14]2)[cH:2][cH:3][cH:4][cH:5][cH:6]1>>[c:1]1([S:7](=[O:8])(=[O:9])[n:10]2[cH:11][cH:12][cH:13][c:14]2[C:21]([c:18]2[cH:17][cH:16][c:15]([CH3:24])[cH:20][cH:19]2)=[O:22])[cH:2][cH:3][cH:4][cH:5][cH:6]1. Reactants: COC1=CC(=C(CN2N=CC3=CC(=CC=C23)\C=C/2\C(NC(S2)=O)=O)C=C1)C(F)(F)F ((5Z)-5-({1-[4-methoxy-2-(trifluoromethyl)benzyl]-1H-indazol-5-yl}methylidene)-2,4-dioxo-1,3-thiazolidine), Cl.ClCCN(C)C (2-chloro-N,N-dimethylethylamine hydrochloride). Yields the product CN(CCN1C(S\C(\C1=O)=C/C=1C=C2C=NN(C2=CC1)CC1=C(C=C(C=C1)OC)C(F)(F)F)=O)C ((5Z)-3-[2-(Dimethylamino)ethyl]-5-[(1-{[4-(methyloxy)-2-(trifluoromethyl)phenyl]methyl}-1H-indazol-5-yl)methylidene]-1,3-thiazolidine-2,4-dione). RXN SMILES: [CH3:1][O:2][C:3]1[CH:26]=[CH:25][C:6]([CH2:7][N:8]2[C:16]3[C:11](=[CH:12][C:13](/[CH:17]=[C:18]4/[C:19](=[O:24])[NH:20][C:21](=[O:23])[S:22]/4)=[CH:14][CH:15]=3)[CH:10]=[N:9]2)=[C:5]([C:27]([F:30])([F:29])[F:28])[CH:4]=1.Cl.Cl[CH2:33][CH2:34][N:35]([CH3:37])[CH3:36]>>[CH3:36][N:35]([CH3:37])[CH2:34][CH2:33][N:20]1[C:19](=[O:24])/[C:18](=[CH:17]/[C:13]2[CH:12]=[C:11]3[C:16](=[CH:15][CH:14]=2)[N:8]([CH2:7][C:6]2[CH:25]=[CH:26][C:3]([O:2][CH3:1])=[CH:4][C:5]=2[C:27]([F:30])([F:29])[F:28])[N:9]=[CH:10]3)/[S:22][C:21]1=[O:23] |f:1.2|. Reported procedure: (5Z)-3-[2-(Dimethylamino)ethyl]-5-[(1-{[4-(methyloxy)-2-(trifluoromethyl)phenyl]methyl}-1H-indazol-5-yl)methylidene]-1,3-thiazolidine-2,4-dione was prepared from [(5Z)-5-({1-[4-methoxy-2-(trifluoromethyl)benzyl]-1H-indazol-5-yl}methylidene)-2,4-dioxo-1,3-thiazolidine (from Example 8) and 2-chloro-N,N-dimethylethylamine hydrochloride following General Procedure H.